Dataset: the Open Reaction Database (ORD), a public repository of structured organic reaction records. Task: describe an organic reaction: reactants, conditions, products, and yield Starting materials: N([C@@H](CCC(O)=O)C(=O)OCC1=CC=CC=C1)C(=O)OC(C)(C)C (Boc-Glu-OBzl), CCN=C=NCCCN(C)C.Cl (WSC.HCl), C(Cl)Cl (methylene chloride). The reagents and catalysts are CN(C1=CC=NC=C1)C (4-dimethylaminopyridine). Conditions: time 3 hour. Yields the product N([C@@H](CCC(OCC(Cl)(Cl)Cl)=O)C(=O)OCC1=CC=CC=C1)C(=O)OC(C)(C)C (Boc-Glu(OTce)-OBzl). As a reaction SMILES: [NH:1]([C:18]([O:20][C:21]([CH3:24])([CH3:23])[CH3:22])=[O:19])[C@H:2]([C:8]([O:10][CH2:11][C:12]1[CH:17]=[CH:16][CH:15]=[CH:14][CH:13]=1)=[O:9])[CH2:3][CH2:4][C:5](=[O:7])[OH:6].[CH3:25]CN=C=NCCCN(C)C.[ClH:36].[CH2:37]([Cl:39])[Cl:38]>CN(C)C1C=CN=CC=1>[NH:1]([C:18]([O:20][C:21]([CH3:24])([CH3:23])[CH3:22])=[O:19])[C@H:2]([C:8]([O:10][CH2:11][C:12]1[CH:13]=[CH:14][CH:15]=[CH:16][CH:17]=1)=[O:9])[CH2:3][CH2:4][C:5](=[O:6])[O:7][CH2:25][C:37]([Cl:39])([Cl:38])[Cl:36] |f:1.2|. Reported procedure: To a solution of Boc-Glu-OBzl (1.00 g) and TceOH (0.53 g) in methylene chloride (15 ml) were added 4-dimethylaminopyridine (0.04 g) and WSC.HCl (0.57 g) successively under ice cooling. The mixture was stirred for 3 hours at the same temperature. After evaporation, the residue was extracted with ethyl acetate. The organic layer was washed successively with 2% hydrochloric acid, water, 2% sodium hydrogencarbonate solution, water and saturated sodium chloride solution, and dried over magnesium sulf... Starting materials: C(C)N1C=C(C(C2=CC(=C(C=C12)N1CCN(CC1)CC(=O)C1=CC=C(C=C1)F)F)=O)C(=O)O (1-ethyl-6-fluoro-7-{4-[2-(4-fluorophenyl)-2-oxoethyl]-1-piperazinyl}-4-oxo-1,4-dihydro-3-quinolinecarboxylic acid), Cl.NO (hydroxylamine hydrochloride). Yields the product C(C)N1C=C(C(C2=CC(=C(C=C12)N1CCN(CC1)C(C(O)C1=CC=C(C=C1)F)=N)F)=O)C(=O)O (1-Ethyl-6-fluoro-7-{4-[2-(4-fluorophenyl)-2-hydroxy-iminoethyl]-1-piperazinyl}-4-oxo-1,4-dihydro-3-quinoline-carboxylic acid), Example 3. Isolated yield 66.0%. RXN SMILES: [CH2:1]([N:3]1[C:12]2[C:7](=[CH:8][C:9]([F:29])=[C:10]([N:13]3[CH2:18][CH2:17][N:16]([CH2:19][C:20]([C:22]4[CH:27]=[CH:26][C:25]([F:28])=[CH:24][CH:23]=4)=[O:21])[CH2:15][CH2:14]3)[CH:11]=2)[C:6](=[O:30])[C:5]([C:31]([OH:33])=[O:32])=[CH:4]1)[CH3:2].Cl.[NH2:35]O>>[CH2:1]([N:3]1[C:12]2[C:7](=[CH:8][C:9]([F:29])=[C:10]([N:13]3[CH2:14][CH2:15][N:16]([C:19](=[NH:35])[CH:20]([C:22]4[CH:27]=[CH:26][C:25]([F:28])=[CH:24][CH:23]=4)[OH:21])[CH2:17][CH2:18]3)[CH:11]=2)[C:6](=[O:30])[C:5]([C:31]([OH:33])=[O:32])=[CH:4]1)[CH3:2] |f:1.2|. Procedure details: 1-Ethyl-6-fluoro-7-{4-[2-(4-fluorophenyl)-2-hydroxy-iminoethyl]-1-piperazinyl}-4-oxo-1,4-dihydro-3-quinoline-carboxylic acid was prepared from 1-ethyl-6-fluoro-7-{4-[2-(4-fluorophenyl)-2-oxoethyl]-1-piperazinyl}-4-oxo-1,4-dihydro-3-quinolinecarboxylic acid (0.23 g, 0.5 mmole) and hydroxylamine hydrochloride (0.07 g, 1 mmol) by a method similar to that described for Example 3 (66% yield). 1H NMR (DMSO-d6): δ 1.39 (t, 3H, J=7.2), 2.62 and 3.25 (two m, 8H), 3.44 and 3.73 (two s, 2H), 4.57 (q, 2H, J... Reactants: Cc1ccncc1Br, Cc1cc(C)c(S(=O)(=O)[O-])cc1P(c1cc(S(=O)(=O)[O-])c(C)cc1C)c1cc(S(=O)(=O)[O-])c(C)cc1C, CC#N, O=C1N=C(NC2CCCCC2)C2(CCN(Cc3cccc(B(O)O)c3)CC2)N1c1cccc(F)c1, [Na+], [Na+], O=C([O-])[O-], O, [Pd]. Yields the product Cc1ccncc1-c1cccc(CN2CCC3(CC2)C(NC2CCCCC2)=NC(=O)N3c2cccc(F)c2)c1. RXN SMILES: [Br:36][c:37]1[cH:38][n:39][cH:40][cH:41][c:42]1[CH3:43].[CH3:44][c:45]1[cH:46][c:47]([CH3:48])[c:49]([P:50]([c:51]2[c:52]([CH3:53])[cH:54][c:55]([CH3:56])[c:57]([S:58]([O-:59])(=[O:60])=[O:61])[cH:62]2)[c:63]2[c:64]([CH3:65])[cH:66][c:67]([CH3:68])[c:69]([S:70]([O-:71])(=[O:72])=[O:73])[cH:74]2)[cH:75][c:76]1[S:77]([O-:78])(=[O:79])=[O:80].[CH3:87][C:88]#[N:89].[CH:1]1([NH:7][C:8]2=[N:9][C:10](=[O:35])[N:11]([c:28]3[cH:29][c:30]([F:34])[cH:31][cH:32][cH:33]3)[C:12]23[CH2:13][CH2:14][N:15]([CH2:18][c:19]2[cH:20][c:21]([B:25]([OH:26])[OH:27])[cH:22][cH:23][cH:24]2)[CH2:16][CH2:17]3)[CH2:2][CH2:3][CH2:4][CH2:5][CH2:6]1.[Na+:81].[Na+:82].[O-:83][C:84](=[O:85])[O-:86].[OH2:91].[Pd:90]>>[CH:1]1([NH:7][C:8]2=[N:9][C:10](=[O:35])[N:11]([c:28]3[cH:29][c:30]([F:34])[cH:31][cH:32][cH:33]3)[C:12]23[CH2:13][CH2:14][N:15]([CH2:18][c:19]2[cH:20][c:21](-[c:37]4[cH:38][n:39][cH:40][cH:41][c:42]4[CH3:43])[cH:22][cH:23][cH:24]2)[CH2:16][CH2:17]3)[CH2:2][CH2:3][CH2:4][CH2:5][CH2:6]1. Starting materials: Cc1cccc(Br)c1C(=O)O, COC(=O)C(N)Cc1ccc(NC(=O)c2c(Cl)cccc2Cl)cc1. Product: COC(=O)C(Cc1ccc(NC(=O)c2c(Cl)cccc2Cl)cc1)NC(=O)c1c(C)cccc1Br. Reaction SMILES: [Br:25][c:26]1[c:27]([C:28](=[O:29])[OH:30])[c:31]([CH3:35])[cH:32][cH:33][cH:34]1.[CH3:1][O:2][C:3]([CH:4]([NH2:5])[CH2:6][c:7]1[cH:8][cH:9][c:10]([NH:13][C:14](=[O:15])[c:16]2[c:17]([Cl:23])[cH:18][cH:19][cH:20][c:21]2[Cl:22])[cH:11][cH:12]1)=[O:24]>>[CH3:1][O:2][C:3]([CH:4]([NH:5][C:28]([c:27]1[c:26]([Br:25])[cH:34][cH:33][cH:32][c:31]1[CH3:35])=[O:29])[CH2:6][c:7]1[cH:8][cH:9][c:10]([NH:13][C:14](=[O:15])[c:16]2[c:17]([Cl:23])[cH:18][cH:19][cH:20][c:21]2[Cl:22])[cH:11][cH:12]1)=[O:24]. The reactants are O=C([O-])O, CN(C)C(=O)Cl, ClC(Cl)Cl, Cl, Nc1cc(Br)ccc1N1CCc2ccccc21, [Na+], O. The product is CN(C)C(=O)Nc1cc(Br)ccc1N1CCc2ccccc21. RXN SMILES: [C:19](=[O:20])([OH:21])[O-:22].[CH3:24][N:25]([C:26](=[O:27])[Cl:28])[CH3:29].[CH:31]([Cl:32])([Cl:33])[Cl:34].[ClH:1].[NH2:2][c:3]1[c:4]([N:10]2[CH2:11][CH2:12][c:13]3[cH:14][cH:15][cH:16][cH:17][c:18]32)[cH:5][cH:6][c:7]([Br:9])[cH:8]1.[Na+:23].[OH2:30]>>[NH:2]([c:3]1[c:4]([N:10]2[CH2:11][CH2:12][c:13]3[cH:14][cH:15][cH:16][cH:17][c:18]32)[cH:5][cH:6][c:7]([Br:9])[cH:8]1)[C:26]([N:25]([CH3:24])[CH3:29])=[O:27]. The reactants are Cc1noc(-c2ccc(Br)cc2)c1NCCCc1ccccc1, CCOC(=O)C1(c2ccc(B3OC(C)(C)C(C)(C)O3)cc2)CC1. Yields the product CCOC(=O)C1(c2ccc(-c3ccc(-c4onc(C)c4NCCCc4ccccc4)cc3)cc2)CC1. Reaction SMILES: [Br:1][c:2]1[cH:3][cH:4][c:5](-[c:8]2[c:9]([NH:14][CH2:15][CH2:16][CH2:17][c:18]3[cH:19][cH:20][cH:21][cH:22][cH:23]3)[c:10]([CH3:13])[n:11][o:12]2)[cH:6][cH:7]1.[CH2:24]([CH3:25])[O:26][C:27](=[O:28])[C:29]1([c:32]2[cH:33][cH:34][c:35]([B:38]3[O:39][C:40]([CH3:41])([CH3:42])[C:43]([CH3:44])([CH3:45])[O:46]3)[cH:36][cH:37]2)[CH2:30][CH2:31]1>>[c:2]1(-[c:35]2[cH:34][cH:33][c:32]([C:29]3([C:27]([O:26][CH2:24][CH3:25])=[O:28])[CH2:30][CH2:31]3)[cH:37][cH:36]2)[cH:3][cH:4][c:5](-[c:8]2[c:9]([NH:14][CH2:15][CH2:16][CH2:17][c:18]3[cH:19][cH:20][cH:21][cH:22][cH:23]3)[c:10]([CH3:13])[n:11][o:12]2)[cH:6][cH:7]1.